From a dataset of the Open Reaction Database (ORD), a public repository of structured organic reaction records. describe an organic reaction: reactants, conditions, products, and yield The reactants are O=C(O)c1c[nH]c2c(I)cccc2c1=O, c1ccc(Oc2ccccc2)cc1. Yields the product O=c1cc[nH]c2c(I)cccc12. RXN SMILES: [I:1][c:2]1[cH:3][cH:4][cH:5][c:6]2[c:7](=[O:15])[c:8]([C:12]([OH:13])=[O:14])[cH:9][nH:10][c:11]12.[c:16]1([O:17][c:18]2[cH:19][cH:20][cH:21][cH:22][cH:23]2)[cH:24][cH:25][cH:26][cH:27][cH:28]1>>[I:1][c:2]1[cH:3][cH:4][cH:5][c:6]2[c:7](=[O:15])[cH:8][cH:9][nH:10][c:11]12.